Dataset: the Open Reaction Database (ORD), a public repository of structured organic reaction records. Task: describe an organic reaction: reactants, conditions, products, and yield Starting materials: [H-].[Na+] (sodium hydride), COC=1C=C2CCC(NC2=CC1)=O (6-Methoxy-2-oxo-1,2,3,4-tetrahydro-quinoline), S(=O)(=O)(C)Cl (mesyl chloride). Run in CN(C)C=O (DMF), CN(C)C=O (DMF). Conditions: temperature 0 celsius, time 0.5 hour. The product is CS(=O)(=O)N1C(CCC2=CC(=CC=C12)OC)=O (1-Methanesulfonyl-6-methoxy-3,4-dihydro-1H-quinolin-2-one). Isolated yield 35.0%. As a reaction SMILES: [H-].[Na+].[CH3:3][O:4][C:5]1[CH:6]=[C:7]2[C:12](=[CH:13][CH:14]=1)[NH:11][C:10](=[O:15])[CH2:9][CH2:8]2.[S:16](Cl)([CH3:19])(=[O:18])=[O:17]>CN(C=O)C>[CH3:19][S:16]([N:11]1[C:12]2[C:7](=[CH:6][C:5]([O:4][CH3:3])=[CH:14][CH:13]=2)[CH2:8][CH2:9][C:10]1=[O:15])(=[O:18])=[O:17] |f:0.1|. Procedure: To a flame dried round bottom flask equipped with a nitrogen cap was placed 87 mg (2.17 mmol) of 60% sodium hydride in mineral oil and 15 ml of dimethylformaminde (DMF). The mixture was cooled to 0° C. and was treated with 350 mg (1.97 mmol) of 6-Methoxy-2-oxo-1,2,3,4-tetrahydro-quinoline (Preparation 2) in the minimum amount of DMF. The reaction mixture was stirred for 0.5 hours at 0° C. and was then treated with 226 mg (1.97 mmol) mesyl chloride. The mixture was slowly allowed to warm to room ... The reactants are COC1(c2ccc(C(F)(F)F)cc2CO[Si](C(C)C)(C(C)C)C(C)C)CCCCCC1, CCCC[N+](CCCC)(CCCC)CCCC, [F-], C1CCOC1. Yields the product COC1(c2ccc(C(F)(F)F)cc2CO)CCCCCC1. As a reaction SMILES: [CH3:1][O:2][C:3]1([c:10]2[c:11]([CH2:12][O:13][Si:14]([CH:15]([CH3:16])[CH3:17])([CH:18]([CH3:19])[CH3:20])[CH:21]([CH3:22])[CH3:23])[cH:24][c:25]([C:28]([F:29])([F:30])[F:31])[cH:26][cH:27]2)[CH2:4][CH2:5][CH2:6][CH2:7][CH2:8][CH2:9]1.[CH3:33][CH2:34][CH2:35][CH2:36][N+:37]([CH2:38][CH2:39][CH2:40][CH3:41])([CH2:42][CH2:43][CH2:44][CH3:45])[CH2:46][CH2:47][CH2:48][CH3:49].[F-:32].[O:50]1[CH2:51][CH2:52][CH2:53][CH2:54]1>>[CH3:1][O:2][C:3]1([c:10]2[c:11]([CH2:12][OH:13])[cH:24][c:25]([C:28]([F:29])([F:30])[F:31])[cH:26][cH:27]2)[CH2:4][CH2:5][CH2:6][CH2:7][CH2:8][CH2:9]1. Reaction SMILES: [CH3:1][O:2][N:3]=[C:4]1[C:12]2[CH:11]=[CH:10]N=[N:8][C:7]=2[O:6][CH2:5]1.[CH3:13][C:14]1N=C2OCC(=O)C2=CC=1>>[CH3:1][O:2][N:3]=[C:4]1[C:12]2[C:7](=[N:8][C:13]([CH3:14])=[CH:10][CH:11]=2)[O:6][CH2:5]1. Starting materials: CON=C1COC=2N=NC=CC21 (furo[2,3-c]pyridazin-5(6H)-one O-methyl oxime), CC1=CC=C2C(=N1)OCC2=O (6-methylfuro[2,3-b]pyridin-3(2H)-one). Procedure: This compound was prepared using a method analogous to that of furo[2,3-c]pyridazin-5(6H)-one O-methyl oxime (A.2.3.3), 6-methylfuro[2,3-b]pyridin-3(2H)-one replacing furo[2,3-c]pyridazin-5(6H)-one. Purification by (KP-SIL™ from Biotage) using Hept to Hept/EtOAc (1/1) gives the desired product as white solid; The product is CON=C1COC2=NC(=CC=C21)C (6-methylfuro[2,3-b]pyridin-3(2H)-one O-methyl oxime). Starting materials: N[C@@H]1CC[C@H](CC1)NC(=O)C1=CNC2=C1N=CN=C2C2=C(C=CC=1OCOC12)OCC1CC1 (trans-4-(5-cyclopropylmethoxy-benzo[1,3]dioxol-4-yl)-5H-pyrrolo[3,2-d]pyrimidine-7-carboxylic acid (4-amino-cyclohexyl)-amide), ClC(=O)C1(CC1)OC(C)=O (acetic acid 1-chlorocarbonyl-cyclopropyl ester). RXN SMILES: [NH2:1][C@H:2]1[CH2:7][CH2:6][C@H:5]([NH:8][C:9]([C:11]2[C:15]3[N:16]=[CH:17][N:18]=[C:19]([C:20]4[C:28]5[O:27][CH2:26][O:25][C:24]=5[CH:23]=[CH:22][C:21]=4[O:29][CH2:30][CH:31]4[CH2:33][CH2:32]4)[C:14]=3[NH:13][CH:12]=2)=[O:10])[CH2:4][CH2:3]1.Cl[C:35]([C:37]1([O:40]C(=O)C)[CH2:39][CH2:38]1)=[O:36]>>[OH:40][C:37]1([C:35]([NH:1][C@H:2]2[CH2:7][CH2:6][C@H:5]([NH:8][C:9]([C:11]3[C:15]4[N:16]=[CH:17][N:18]=[C:19]([C:20]5[C:28]6[O:27][CH2:26][O:25][C:24]=6[CH:23]=[CH:22][C:21]=5[O:29][CH2:30][CH:31]5[CH2:33][CH2:32]5)[C:14]=4[NH:13][CH:12]=3)=[O:10])[CH2:4][CH2:3]2)=[O:36])[CH2:39][CH2:38]1. Procedure details: Starting from trans-4-(5-cyclopropylmethoxy-benzo[1,3]dioxol-4-yl)-5H-pyrrolo[3,2-d]pyrimidine-7-carboxylic acid (4-amino-cyclohexyl)-amide (example A140) and acetic acid 1-chlorocarbonyl-cyclopropyl ester the title compound is obtained as colorless solid. Yields the product OC1(CC1)C(=O)N[C@@H]1CC[C@H](CC1)NC(=O)C1=CNC2=C1N=CN=C2C2=C(C=CC=1OCOC12)OCC1CC1 (trans-4-(5-Cyclopropylmethoxy-benzo[1,3]dioxol-4-yl)-5H-pyrrolo[3,2-d]pyrimidine-7-carboxylic acid {4-[(1-hydroxy-cyclopropanecarbonyl)-amino]-cyclohexyl}-amide). Reactants: C([O-])([O-])=O.[Cs+].[Cs+] (Cesium carbonate), FC(C1=CC=C(C=C1)O)(F)F (4-trifluoromethylphenol), C(C1=CC=CC=C1)[C@@H]1N(C(OC1)=O)C(C[C@H](C1=NOC=C1)C1=CC=C(C=C1)OCC(C)Br)=O ((S)-4-Benzyl-3-((S)-3-(4-(2-bromopropoxy)phenyl)-3-(isoxazol-3-yl)propanoyl)oxazolidin-2-one). Solvent: O (water), CN(C)C=O (DMF). Reaction conditions: time 3 hour. Yields the product C(C1=CC=CC=C1)[C@@H]1N(C(OC1)=O)C(C[C@@H](C1=CC=C(C=C1)OCC(C)OC1=CC=C(C=C1)C(F)(F)F)C1=NOC=C1)=O ((S)-4-Benzyl-3-((S)-3-(isoxazol-3-yl)-3-(4-(2-(4-(trifluoromethyl)phenoxy)propoxy)phenyl)propanoyl)oxazolidin-2-one). The yield is 41.0%. RXN SMILES: [CH2:1]([C@H:8]1[CH2:12][O:11][C:10](=[O:13])[N:9]1[C:14](=[O:33])[CH2:15][C@@H:16]([C:22]1[CH:27]=[CH:26][C:25]([O:28][CH2:29][CH:30](Br)[CH3:31])=[CH:24][CH:23]=1)[C:17]1[CH:21]=[CH:20][O:19][N:18]=1)[C:2]1[CH:7]=[CH:6][CH:5]=[CH:4][CH:3]=1.C(=O)([O-])[O-].[Cs+].[Cs+].[F:40][C:41]([F:50])([F:49])[C:42]1[CH:47]=[CH:46][C:45]([OH:48])=[CH:44][CH:43]=1>CN(C=O)C.O>[CH2:1]([C@H:8]1[CH2:12][O:11][C:10](=[O:13])[N:9]1[C:14](=[O:33])[CH2:15][C@H:16]([C:17]1[CH:21]=[CH:20][O:19][N:18]=1)[C:22]1[CH:27]=[CH:26][C:25]([O:28][CH2:29][CH:30]([O:48][C:45]2[CH:46]=[CH:47][C:42]([C:41]([F:40])([F:49])[F:50])=[CH:43][CH:44]=2)[CH3:31])=[CH:24][CH:23]=1)[C:2]1[CH:7]=[CH:6][CH:5]=[CH:4][CH:3]=1 |f:1.2.3|. Procedure details: The bromide 48.1 (80 mg, 0.16 mmol) was dissolved in DMF (2.0 mL). Cesium carbonate (200 mg, 0.62 mmol) and 4-trifluoromethylphenol (100 mg, 0.62 mmol) were added to the solution and the mixture was then heated with stirring for three hours. The reaction mixture was then cooled to room temperature and diluted with water. The mixture was extracted with EtOAc (2×50 mL). The combined organic layers were washed with 1M lithium chloride solution (1×25 mL), water (1×25 mL) and brine (1×25 mL) and drie...